From a dataset of the Open Reaction Database (ORD), a public repository of structured organic reaction records. describe an organic reaction: reactants, conditions, products, and yield The reactants are C12CCCC(CCC1)C2C2=CC=C(OC[C@@H]1CN=C(O1)N)C=C2 ((S)-5-(4-bicyclo[3.3.1]non-9-yl-phenoxymethyl)-4,5-dihydro-oxazol-2-ylamine), C(C)OC(C#CCC(C)C)=O (5-methyl-hex-2-ynoic acid ethyl ester). Solvent: C(C)O (ethanol). Run at temperature 160 celsius. Yields the product C12CCCC(CCC1)C2C2=CC=C(OC[C@@H]1CN3C(=NC(C=C3CC(C)C)=O)O1)C=C2 ((S)-2-(4-Bicyclo[3.3.1]non-9-yl-phenoxymethyl)-5-isobutyl-2,3-dihydro-oxazolo-[3,2-a]pyrimidin-7-one). Yield: 35.1%. RXN SMILES: [CH:1]12[CH:9]([C:10]3[CH:23]=[CH:22][C:13]([O:14][CH2:15][C@H:16]4[O:20][C:19]([NH2:21])=[N:18][CH2:17]4)=[CH:12][CH:11]=3)[CH:5]([CH2:6][CH2:7][CH2:8]1)[CH2:4][CH2:3][CH2:2]2.C([O:26][C:27](=O)[C:28]#[C:29][CH2:30][CH:31]([CH3:33])[CH3:32])C>C(O)C>[CH:1]12[CH:9]([C:10]3[CH:23]=[CH:22][C:13]([O:14][CH2:15][C@H:16]4[O:20][C:19]5=[N:21][C:27](=[O:26])[CH:28]=[C:29]([CH2:30][CH:31]([CH3:33])[CH3:32])[N:18]5[CH2:17]4)=[CH:12][CH:11]=3)[CH:5]([CH2:4][CH2:3][CH2:2]1)[CH2:6][CH2:7][CH2:8]2. Reported procedure: To a solution of (S)-5-(4-bicyclo[3.3.1]non-9-yl-phenoxymethyl)-4,5-dihydro-oxazol-2-ylamine (0.600 g, 1.91 mmol) in ethanol (5 mL) was added 0.294 g (2.86 mmol) of 5-methyl-hex-2-ynoic acid ethyl ester. The reaction mixture was heated in a microwave oven at 160° C. for 20 minutes. The reaction mixture was concentrated and purified by chromatography on silica gel eluting with MeOH/CH2Cl2 to afford 0.283 g of the title compound. [α]D25 −11.17 (c 0.537, CHCl3). The reactants are C(C)(C)(C)OC(=O)NCCC\C(\C(=O)OCC)=C/C=1N=CN(C1)C1CC(CCC1)(C)C (Ethyl (2E)-5-[(tert-butoxycarbonyl)amino]-2-{[1-(3,3-dimethylcyclohexyl)-1H-imidazol-4-yl]methylene}valerate). Reagents/catalysts: [C].[Pd] (palladium-carbon). The solvent is C(C)O (ethanol). Reaction conditions: time 7 hour. Yields the product C(C)(C)(C)OC(=O)NCCCC(C(=O)OCC)CC=1N=CN(C1)C1CC(CCC1)(C)C (Ethyl 5-[(tert-butoxycarbonyl)amino]-2-{[1-(3,3-dimethylcyclohexyl)-1H-imidazol-4-yl]methyl}valerate). The yield is 96.7%. As a reaction SMILES: [C:1]([O:5][C:6]([NH:8][CH2:9][CH2:10][CH2:11]/[C:12](=[CH:18]\[C:19]1[N:20]=[CH:21][N:22]([CH:24]2[CH2:29][CH2:28][CH2:27][C:26]([CH3:31])([CH3:30])[CH2:25]2)[CH:23]=1)/[C:13]([O:15][CH2:16][CH3:17])=[O:14])=[O:7])([CH3:4])([CH3:3])[CH3:2]>C(O)C.[C].[Pd]>[C:1]([O:5][C:6]([NH:8][CH2:9][CH2:10][CH2:11][CH:12]([CH2:18][C:19]1[N:20]=[CH:21][N:22]([CH:24]2[CH2:29][CH2:28][CH2:27][C:26]([CH3:30])([CH3:31])[CH2:25]2)[CH:23]=1)[C:13]([O:15][CH2:16][CH3:17])=[O:14])=[O:7])([CH3:2])([CH3:3])[CH3:4] |f:2.3|. Procedure: The compound (347 mg) obtained in Step 1 of this Example was dissolved in ethanol (10 mL). To the solution, 10% palladium-carbon catalyst (hydrated, 170 mg) was added, and the mixture was stirred at room temperature for 7 hours under a hydrogen atmosphere. The catalyst was filtered off, and the solvent in the filtrate was distilled off under reduced pressure. The obtained residue was purified by silica gel column chromatography (eluting solvent: hexane/ethyl acetate=1/1-ethyl acetate) to obtain ... Reported procedure: To a solution of 4-benzyl-1-(2-(3-(ethoxycarbonylmethyl)phenoxy)ethyl)piperidine (0.382 g, 1.00 mmol) in 5 mL of MeOH was added 5 mL of hydrazine hydrate. The resulting solution was allowed to stir at rt for 12 hr. The MeOH was evaporated in vacuo and water (10 mL) was added. A colorless solid precipitated. The solid was collected by filtration and dried in vacuo giving the title product (240 mg, 65%): mp 89-91° C.; 1H NMR (CDCl3) 1.31 (m, 2 H), 1.60 (m, 1 H), 1.62 (m, 2 H), 2.04 (t, J=11.7 Hz, ... Conditions: time 12 hour. Yield: 65.0%. The reactants are C(C1=CC=CC=C1)C1CCN(CC1)CCOC1=CC(=CC=C1)CC(=O)OCC (4-benzyl-1-(2-(3-(ethoxycarbonylmethyl)phenoxy)ethyl)piperidine), O.NN (hydrazine hydrate). Product: C(C1=CC=CC=C1)C1CCN(CC1)CCOC1=CC(=CC=C1)CC(=O)NN (4-Benzyl-1-(2-(3-(hydrazinocarbonylmethyl)phenoxy)ethyl)piperidine). Run in CO (MeOH). As a reaction SMILES: [CH2:1]([CH:8]1[CH2:13][CH2:12][N:11]([CH2:14][CH2:15][O:16][C:17]2[CH:22]=[CH:21][CH:20]=[C:19]([CH2:23][C:24]([O:26]CC)=O)[CH:18]=2)[CH2:10][CH2:9]1)[C:2]1[CH:7]=[CH:6][CH:5]=[CH:4][CH:3]=1.O.[NH2:30][NH2:31]>CO>[CH2:1]([CH:8]1[CH2:13][CH2:12][N:11]([CH2:14][CH2:15][O:16][C:17]2[CH:22]=[CH:21][CH:20]=[C:19]([CH2:23][C:24]([NH:30][NH2:31])=[O:26])[CH:18]=2)[CH2:10][CH2:9]1)[C:2]1[CH:7]=[CH:6][CH:5]=[CH:4][CH:3]=1 |f:1.2|. The reactants are CN(CC(CCN1CC(N2CCN3C(=O)CCCC3C2)C1)c1ccc(F)cc1)C(=O)c1cc(Br)cc(C(F)(F)F)c1, [BH3-]C#N, CCO, CO, [Cl-], [Cl-], Cl, Cl, O=C1COCC2CN(C3CNC3)CCN12, [Na+], [Zn+2]. The product is CN(CC(CCN1CC(N2CCN3C(=O)COCC3C2)C1)c1ccc(F)cc1)C(=O)c1cc(Br)cc(C(F)(F)F)c1. Reaction SMILES: [Br:3][c:4]1[cH:5][c:6]([C:7](=[O:8])[N:9]([CH3:10])[CH2:11][CH:12]([CH2:13][CH2:14][N:15]2[CH2:16][CH:17]([N:19]3[CH2:20][CH:21]4[N:22]([CH2:23][CH2:24]3)[C:25](=[O:29])[CH2:26][CH2:27][CH2:28]4)[CH2:18]2)[c:30]2[cH:31][cH:32][c:33]([F:36])[cH:34][cH:35]2)[cH:37][c:38]([C:40]([F:41])([F:42])[F:43])[cH:39]1.[C:59]([BH3-:60])#[N:61].[CH3:63][CH2:64][OH:65].[CH3:66][OH:67].[Cl-:68].[Cl-:70].[ClH:1].[ClH:2].[NH:44]1[CH2:45][CH:46]([N:47]2[CH2:48][CH2:49][N:50]3[CH:51]([CH2:53][O:52][CH2:54][C:55]3=[O:56])[CH2:57]2)[CH2:58]1.[Na+:62].[Zn+2:69]>>[Br:3][c:4]1[cH:5][c:6]([C:7](=[O:8])[N:9]([CH3:10])[CH2:11][CH:12]([CH2:13][CH2:14][N:15]2[CH2:16][CH:17]([N:19]3[CH2:20][CH:21]4[N:22]([CH2:23][CH2:24]3)[C:25](=[O:29])[CH2:26][O:52][CH2:28]4)[CH2:18]2)[c:30]2[cH:31][cH:32][c:33]([F:36])[cH:34][cH:35]2)[cH:37][c:38]([C:40]([F:41])([F:42])[F:43])[cH:39]1.